From a dataset of the Open Reaction Database (ORD), a public repository of structured organic reaction records. describe an organic reaction: reactants, conditions, products, and yield Starting materials: NC1=C(C=C(C=C1)[N+](=O)[O-])OC (2-amino-5-nitroanisole), O.FC(C=O)(F)F (trifluoroacetaldehyde hydrate), C(CC)=O (propionaldehyde). The product is COC1=C(NCC(F)(F)F)C=CC(=C1)[N+](=O)[O-] (2-Methoxy-N-2,2,2-trifluoroethyl-4-nitroaniline). As a reaction SMILES: [NH2:1][C:2]1[CH:7]=[CH:6][C:5]([N+:8]([O-:10])=[O:9])=[CH:4][C:3]=1[O:11][CH3:12].O.[F:14][C:15]([F:19])([F:18])[CH:16]=O.C(=O)CC>>[CH3:12][O:11][C:3]1[CH:4]=[C:5]([N+:8]([O-:10])=[O:9])[CH:6]=[CH:7][C:2]=1[NH:1][CH2:16][C:15]([F:19])([F:18])[F:14] |f:1.2|. Reported procedure: This compound was prepared in a similar fashion as that described in Example 2, General Procedure IV but using 2-amino-5-nitroanisole and trifluoroacetaldehyde hydrate in place of Compound 200 and propionaldehyde. Compound 465 was isolated as a light brown crystalline solid after recrystallization (1:1 EtOAc:hexanes, 30 mL): Rf 0.52 (2:1 hexanes:EtOAc); 1H NMR (400 MHz, acetone-d6) 7.87 (dd, J=8.9, 2.4, 1H), 7.69 (d, J=2.4, 1H), 6.96 (d, J=8.9, 1H), 6.38 (broad s, 1H), 4.20 (qd, J=9.3, 7.1, 2H),... The reactants are BrCC1=C(C(=O)O)C=CC=C1 (o-bromomethylbenzoic acid), B (borane), solution. The solvent is O1CCCC1 (tetrahydrofuran), O1CCCC1 (THF). Run at temperature 0 celsius, time 1 hour. Yields the product BrCC1=C(CO)C=CC=C1 (o-bromomethylbenzyl alcohol). Reaction SMILES: [Br:1][CH2:2][C:3]1[CH:11]=[CH:10][CH:9]=[CH:8][C:4]=1[C:5](O)=[O:6].B>O1CCCC1>[Br:1][CH2:2][C:3]1[CH:11]=[CH:10][CH:9]=[CH:8][C:4]=1[CH2:5][OH:6]. Reported procedure: To a 3 neck 1-liter round bottomed flask equipped with a stirring bar, argon inlet, and pressure equalizing dropping funnel was added o-bromomethylbenzoic acid (35 g, 163 mmol) and 70 ml of dry tetrahydrofuran (THF). The slurry-solution was cooled in a 0° C. ice-salt bath and the dropping funnel was charged with a solution of borane in THF (212 ml of a 1.0 M solution, 212 mmol). This solution was added to the cold acid mixture, dropwise over 1 hour. When the addition was complete, the cooling ba... Reactants: C1CCOC1, CN, Clc1nc(Cl)c2c(n1)C(c1ccccc1)CC2. Product: CNc1nc(Cl)nc2c1CCC2c1ccccc1. Reaction SMILES: [CH2:20]1[O:21][CH2:22][CH2:23][CH2:24]1.[CH3:18][NH2:19].[Cl:1][c:2]1[n:3][c:4]([Cl:17])[c:5]2[c:6]([n:7]1)[CH:8]([c:11]1[cH:12][cH:13][cH:14][cH:15][cH:16]1)[CH2:9][CH2:10]2>>[Cl:1][c:2]1[n:3][c:4]([NH:19][CH3:18])[c:5]2[c:6]([n:7]1)[CH:8]([c:11]1[cH:12][cH:13][cH:14][cH:15][cH:16]1)[CH2:9][CH2:10]2. The reactants are CC#N, O=[N+]([O-])C=C1NCCN1Cc1ccc(Cl)nc1, Cl, O=Cc1ccoc1. Yields the product O=[N+]([O-])C(=Cc1ccoc1)C1=NCCN1Cc1ccc(Cl)nc1. RXN SMILES: [CH3:26][C:27]#[N:28].[Cl:1][c:2]1[n:3][cH:4][c:5]([CH2:8][N:9]2[C:10](=[CH:14][N+:15](=[O:16])[O-:17])[NH:11][CH2:12][CH2:13]2)[cH:6][cH:7]1.[ClH:25].[o:18]1[cH:19][c:20]([CH:23]=[O:24])[cH:21][cH:22]1>>[Cl:1][c:2]1[n:3][cH:4][c:5]([CH2:8][N:9]2[C:10]([C:14]([N+:15](=[O:16])[O-:17])=[CH:23][c:20]3[cH:19][o:18][cH:22][cH:21]3)=[N:11][CH2:12][CH2:13]2)[cH:6][cH:7]1. The reactants are COC(=O)CBr, Cc1c(Cc2ccccc2)c2cc(-c3ccc(O)cc3)ccc2n1Cc1ccccc1, CC(C)=O, [K+], [K+], O=C([O-])[O-]. Yields the product COC(=O)COc1ccc(-c2ccc3c(c2)c(Cc2ccccc2)c(C)n3Cc2ccccc2)cc1. Reaction SMILES: [Br:38][CH2:39][C:40](=[O:41])[O:42][CH3:43].[CH2:1]([c:2]1[cH:3][cH:4][cH:5][cH:6][cH:7]1)[n:8]1[c:9]([CH3:31])[c:10]([CH2:24][c:25]2[cH:26][cH:27][cH:28][cH:29][cH:30]2)[c:11]2[cH:12][c:13](-[c:17]3[cH:18][cH:19][c:20]([OH:23])[cH:21][cH:22]3)[cH:14][cH:15][c:16]12.[CH3:44][C:45](=[O:46])[CH3:47].[K+:32].[K+:33].[O-:34][C:35]([O-:36])=[O:37]>>[CH2:1]([c:2]1[cH:3][cH:4][cH:5][cH:6][cH:7]1)[n:8]1[c:9]([CH3:31])[c:10]([CH2:24][c:25]2[cH:26][cH:27][cH:28][cH:29][cH:30]2)[c:11]2[cH:12][c:13](-[c:17]3[cH:18][cH:19][c:20]([O:23][CH2:39][C:40](=[O:41])[O:42][CH3:43])[cH:21][cH:22]3)[cH:14][cH:15][c:16]12.